This data is from the Open Reaction Database (ORD), a public repository of structured organic reaction records. The task is: describe an organic reaction: reactants, conditions, products, and yield Reactants: C(C)OC(C[C@H](CCC)N1C(NC=2C1=NC(=CC2)C)=O)=O ((S)-3-(5-methyl-2-oxo-1,2-dihydro-imidazo[4,5-b]pyridin-3-yl)-hexanoic acid ethyl ester), C(=O)([O-])[O-].[K+].[K+] (K2CO3), [I-].CN1C=C(C2=C(C=CC=C12)C)C[N+](C)(C)C ((1,4-dimethyl-1H-indol-3-ylmethyl)-trimethyl-ammonium iodide). Solvent: CN(C)C=O (DMF), C(C)(=O)OCC (ethyl acetate). Run at temperature 60 celsius. Product: C(C)OC(C[C@H](CCC)N1C(N(C=2C1=NC(=CC2)C)CC2=CN(C1=CC=CC(=C21)C)C)=O)=O ((S)-3-[1-(1,4-Dimethyl-1H-indol-3-ylmethyl)-5-methyl-2-oxo-1,2-dihydro-imidazo[4,5-b]pyridin-3-yl]-hexanoic acid ethyl ester). Yield: 44.6%. As a reaction SMILES: [CH2:1]([O:3][C:4](=[O:21])[CH2:5][C@@H:6]([N:10]1[C:14]2=[N:15][C:16]([CH3:19])=[CH:17][CH:18]=[C:13]2[NH:12][C:11]1=[O:20])[CH2:7][CH2:8][CH3:9])[CH3:2].C([O-])([O-])=O.[K+].[K+].[I-].[CH3:29][N:30]1[C:38]2[C:33](=[C:34]([CH3:39])[CH:35]=[CH:36][CH:37]=2)[C:32]([CH2:40][N+](C)(C)C)=[CH:31]1>CN(C=O)C.C(OCC)(=O)C>[CH2:1]([O:3][C:4](=[O:21])[CH2:5][C@@H:6]([N:10]1[C:14]2=[N:15][C:16]([CH3:19])=[CH:17][CH:18]=[C:13]2[N:12]([CH2:40][C:32]2[C:33]3[C:38](=[CH:37][CH:36]=[CH:35][C:34]=3[CH3:39])[N:30]([CH3:29])[CH:31]=2)[C:11]1=[O:20])[CH2:7][CH2:8][CH3:9])[CH3:2] |f:1.2.3,4.5|. Procedure: To a solution of (S)-3-(5-methyl-2-oxo-1,2-dihydro-imidazo[4,5-b]pyridin-3-yl)-hexanoic acid ethyl ester (247 mg, 0.85 mmol) in DMF (5 mL) were added K2CO3 (234 mg, 1.7 mmol) and (1,4-dimethyl-1H-indol-3-ylmethyl)-trimethyl-ammonium iodide (438 mg, 1.27 mmol). The reaction mixture was heated to 60° C. for 48 hours. The reaction mixture was diluted with ethyl acetate and washed with water (×4). The organic phase was dried over Na2SO4 and concentrated. The resulting residue was purified by silica ...